The task is: describe an organic reaction: reactants, conditions, products, and yield. This data is from the Open Reaction Database (ORD), a public repository of structured organic reaction records. Starting materials: ice, ice, [H-].[Na+] (Sodium hydride), C(C)(C)(C)OC(=O)N1CCC2=C(CC1)C=C(C=C2)O (7-hydroxy-1,2,4,5-tetrahydro-benzo[d]azepine-3-carboxylic acid tert-butyl ester), ClC=1N=CC(=NC1)C(=O)OC (methyl 5-chloro-2-pyrazinecarboxylate). Run in CN(C=O)C (dimethylformamide). Run at temperature 5 celsius, time 15 minute. Yields the product COC(=O)C=1N=CC(=NC1)OC1=CC2=C(CCN(CC2)C(=O)OC(C)(C)C)C=C1 (1,1-Dimethylethyl 7-({5-[(methyloxy)carbonyl]-2-pyrazinyl}oxy)-1,2,4,5-tetrahydro-3H-3-benzazepine-3-carboxylate). Isolated yield 58.5%. RXN SMILES: [H-].[Na+].[C:3]([O:7][C:8]([N:10]1[CH2:16][CH2:15][C:14]2[CH:17]=[C:18]([OH:21])[CH:19]=[CH:20][C:13]=2[CH2:12][CH2:11]1)=[O:9])([CH3:6])([CH3:5])[CH3:4].Cl[C:23]1[N:24]=[CH:25][C:26]([C:29]([O:31][CH3:32])=[O:30])=[N:27][CH:28]=1>CN(C)C=O>[CH3:32][O:31][C:29]([C:26]1[N:27]=[CH:28][C:23]([O:21][C:18]2[CH:19]=[CH:20][C:13]3[CH2:12][CH2:11][N:10]([C:8]([O:7][C:3]([CH3:6])([CH3:4])[CH3:5])=[O:9])[CH2:16][CH2:15][C:14]=3[CH:17]=2)=[N:24][CH:25]=1)=[O:30] |f:0.1|. Procedure details: Sodium hydride (60% dispersion in mineral oil) (6.4 g, 0.16 mol) was added portionwise to a solution of 7-hydroxy-1,2,4,5-tetrahydro-benzo[d]azepine-3-carboxylic acid tert-butyl ester (PCT Int. Appl. (2002), WO 02/40471) (40 g, 0.15 mol) in dry dimethylformamide (200 ml) cooled to 5° C. over 15 minutes. After 15 minutes, the mixture was allowed to warm to room temperature and stirred for 60 minutes. The mixture was cooled in an ice-water bath and methyl 5-chloro-2-pyrazinecarboxylate (31.2 g, 0.... The reactants are ClCCl (dichloromethane), N(=[N+]=[N-])CCC=1OC2=C(C1)C=C(C=C2)C2=CC=C(C#N)C=C2 (4-[2-(2-azidoethyl)-1-benzofuran-5-yl]benzonitrile), O (water), C1(=CC=CC=C1)P(C1=CC=CC=C1)C1=CC=CC=C1 (triphenylphosphine). The solvent is O1CCCC1 (tetrahydrofuran). Reaction conditions: time 3 day. Product: NCCC=1OC2=C(C1)C=C(C=C2)C2=CC=C(C#N)C=C2 (4-[2-(2-aminoethyl)-1-benzofuran-5-yl]benzonitrile). As a reaction SMILES: [N:1]([CH2:4][CH2:5][C:6]1[O:7][C:8]2[CH:14]=[CH:13][C:12]([C:15]3[CH:22]=[CH:21][C:18]([C:19]#[N:20])=[CH:17][CH:16]=3)=[CH:11][C:9]=2[CH:10]=1)=[N+]=[N-].C1(P(C2C=CC=CC=2)C2C=CC=CC=2)C=CC=CC=1.O.ClCCl>O1CCCC1>[NH2:1][CH2:4][CH2:5][C:6]1[O:7][C:8]2[CH:14]=[CH:13][C:12]([C:15]3[CH:22]=[CH:21][C:18]([C:19]#[N:20])=[CH:17][CH:16]=3)=[CH:11][C:9]=2[CH:10]=1. Reported procedure: The product from Example 162A was dissolved in 3 mL of tetrahydrofuran, and treated with triphenylphosphine (262 mg, 1 mmol) was added, along with 0.5 mL water. After 3 days, the reaction was poured into dichloromethane and washed with aqueous ammonia. The organic layer was purified by flash chromatography, eluting with 10-20% methanol/dichloromethane, (0.1% NH3) to give the title compound as a white powder. mp 118-120° C.; MS (DCI) m/z 263.0 (M+H)+; 1HNMR (300 MHz, CD3OD) δ 3.00 (m, 2H), 3.08 (... Reactants: [Ag], FC(F)=C(F)CCBr, CCOCC, O=C(O)C(F)(F)C(F)(F)C(F)(F)F. Product: O=C(OCCC(F)=C(F)F)C(F)(F)C(F)(F)C(F)(F)F. As a reaction SMILES: [Ag:27].[Br:14][CH2:15][CH2:16][C:17](=[C:18]([F:19])[F:20])[F:21].[CH3:22][CH2:23][O:24][CH2:25][CH3:26].[F:1][C:2]([C:3]([C:4]([C:5](=[O:6])[OH:7])([F:8])[F:9])([F:10])[F:11])([F:12])[F:13]>>[F:1][C:2]([C:3]([C:4]([C:5](=[O:6])[O:7][CH2:15][CH2:16][C:17](=[C:18]([F:19])[F:20])[F:21])([F:8])[F:9])([F:10])[F:11])([F:12])[F:13]. The product is ClC=1C=C(C(=O)Cl)C=C(C1Cl)OC (3,4-Dichloro-5-methoxybenzoyl chloride). RXN SMILES: [Cl:1][C:2]1[CH:3]=[C:4]([CH:8]=[C:9]([O:12][CH3:13])[C:10]=1[Cl:11])[C:5](O)=[O:6].S(Cl)([Cl:16])=O.S(=O)=O.Cl>C1C=CC=CC=1>[Cl:1][C:2]1[CH:3]=[C:4]([CH:8]=[C:9]([O:12][CH3:13])[C:10]=1[Cl:11])[C:5]([Cl:16])=[O:6]. Reported procedure: 3,4-Dichloro-5-methoxybenzoic acid (22.1 g., 0.1 mole) is heated with thionyl chloride (15 g., 0.125 mole) in benzene (100 ml.) until evolution of sulfur dioxide and hydrogen chloride ceases. The benzene and excess thionyl chloride are evaporated and the solid residue is used in the next step. The reactants are ClC=1C=C(C(=O)O)C=C(C1Cl)OC (3,4-Dichloro-5-methoxybenzoic acid), S(=O)(Cl)Cl (thionyl chloride), S(=O)=O (sulfur dioxide), Cl (hydrogen chloride). The solvent is C1=CC=CC=C1 (benzene).